From a dataset of the Open Reaction Database (ORD), a public repository of structured organic reaction records. describe an organic reaction: reactants, conditions, products, and yield Reported procedure: Ethyl chrysene-2-carboxylate (20B, 10.1 g, 0.034 mol) in THF (500 mL) was treated with LiBH4 (Alfa, 4×0.5 g, 0.092 mol) under gentle reflux for 4 days. The reaction mixture was poured into ice and acidified carefully to pH 1 with 1M HCl. The precipitate was filtered and recrystallized from THF/hexane to afford 8.32 g (95%) of 2-chrysenemethanol mp 261°-262°, (C, H). Starting materials: C1=C(C=CC=2C3=CC=C4C=CC=CC4=C3C=CC12)C(=O)OCC (Ethyl chrysene-2-carboxylate), [Li+].[BH4-] (LiBH4), Cl (HCl). Isolated yield 94.7%. The solvent is C1CCOC1 (THF). RXN SMILES: [CH:1]1[C:18]2[CH:17]=[CH:16][C:15]3[C:6](=[CH:7][CH:8]=[C:9]4[C:14]=3[CH:13]=[CH:12][CH:11]=[CH:10]4)[C:5]=2[CH:4]=[CH:3][C:2]=1[C:19](OCC)=[O:20].[Li+].[BH4-].Cl>C1COCC1>[CH:1]1[C:18]2[CH:17]=[CH:16][C:15]3[C:6](=[CH:7][CH:8]=[C:9]4[C:14]=3[CH:13]=[CH:12][CH:11]=[CH:10]4)[C:5]=2[CH:4]=[CH:3][C:2]=1[CH2:19][OH:20] |f:1.2|. The product is C1=C(C=CC=2C3=CC=C4C=CC=CC4=C3C=CC12)CO (2-chrysenemethanol). The reactants are [N+](=O)([O-])C1=CC=C(C=C1)N=C=O (p-Nitrophenylisocyanate), N1=CC(=CC=C1)CO (3-pyridylcarbinol), crude product. The solvent is C1=CC=CC=C1 (benzene). Conditions: time 2 hour. The product is [N+](=O)([O-])C1=CC=C(C=C1)NC(OCC=1C=NC=CC1)=O (3-pyridylmethyl N-(4'-nitrophenyl)-carbamate). Yield: 99.0%. Reaction SMILES: [N+:1]([C:4]1[CH:9]=[CH:8][C:7]([N:10]=[C:11]=[O:12])=[CH:6][CH:5]=1)([O-:3])=[O:2].[N:13]1[CH:18]=[CH:17][CH:16]=[C:15]([CH2:19][OH:20])[CH:14]=1>C1C=CC=CC=1>[N+:1]([C:4]1[CH:5]=[CH:6][C:7]([NH:10][C:11](=[O:12])[O:20][CH2:19][C:15]2[CH:14]=[N:13][CH:18]=[CH:17][CH:16]=2)=[CH:8][CH:9]=1)([O-:3])=[O:2]. Reported procedure: p-Nitrophenylisocyanate (0.1 mole) was added to a solution of 3-pyridylcarbinol (0.1 mole) in 300 ml. of benzene. An exothermic reaction took place and a yellow solid formed. The suspension was heated to reflux and then stirred for 2 hours. The suspension was then cooled and filtered, affording 27 g. of a crude product melting at 230°-231° C. (decomposed). This is a 99% yield of 3-pyridylmethyl N-(4'-nitrophenyl)-carbamate. The product was purified by recrystallization from 2-methoxyethanol (met... Reactants: NC=1SC=C(N1)/C(/C(=O)NC1[C@@H]2N(C(=C(CS2)COC(=O)N2[C@@H](CCC2)CO)C(=O)[O-])C1=O)=N/O.[Na+] (Sodium 7-[(Z)-2-(2-aminothiazol-4-yl)-2-hydroxyiminoacetamido]-3-((S)-(+)-2-hydroxymethyl -1-pyrrolidinyl)carbonyloxymethyl-3-cephem-4-carboxylate), C(C(C)(C)C)(=O)OCI (iodomethyl pivalate). Product: NC=1SC=C(N1)/C(/C(=O)NC1[C@@H]2N(C(=C(CS2)COC(=O)N2[C@@H](CCC2)CO)C(=O)OCOC(C(C)(C)C)=O)C1=O)=N/O (Pivaloyloxymethyl 7-[(Z)-2-(2-aminothiazol-4-yl)-2-hydroxyiminoacetamido]-3-[(S)-(+)-2-hydroxymethyl-1-pyrrolidinyl]carbonyloxymethyl-3-cephem-4-carboxylate). Reaction SMILES: [NH2:1][C:2]1[S:3][CH:4]=[C:5](/[C:7](=[N:34]/[OH:35])/[C:8]([NH:10][CH:11]2[C:32](=[O:33])[N:13]3[C:14]([C:29]([O-:31])=[O:30])=[C:15]([CH2:18][O:19][C:20]([N:22]4[CH2:26][CH2:25][CH2:24][C@H:23]4[CH2:27][OH:28])=[O:21])[CH2:16][S:17][C@H:12]23)=[O:9])[N:6]=1.[Na+].[C:37]([O:43][CH2:44]I)(=[O:42])[C:38]([CH3:41])([CH3:40])[CH3:39]>>[NH2:1][C:2]1[S:3][CH:4]=[C:5](/[C:7](=[N:34]/[OH:35])/[C:8]([NH:10][CH:11]2[C:32](=[O:33])[N:13]3[C:14]([C:29]([O:31][CH2:44][O:43][C:37](=[O:42])[C:38]([CH3:41])([CH3:40])[CH3:39])=[O:30])=[C:15]([CH2:18][O:19][C:20]([N:22]4[CH2:26][CH2:25][CH2:24][C@H:23]4[CH2:27][OH:28])=[O:21])[CH2:16][S:17][C@H:12]23)=[O:9])[N:6]=1 |f:0.1|. Procedure: The compound obtained in Example 12 and iodomethyl pivalate were reacted, whereby the title compound was obtained. Starting materials: C1(=CC=CC=C1)S(=O)(=O)N1C=C(C2=C1N=CN=C2N2CCCCC2)Br (7-Benzenesulfonyl-5-bromo-4-piperidin-1-yl-7H-pyrrolo[2,3-d]pyrimidine), C1(=CC=CC=C1)B(O)O (phenylboronic acid), P(=O)([O-])([O-])[O-].[K+].[K+].[K+] (potassium phosphate). Reagents/catalysts: [Pd].C1(=CC=CC=C1)P(C1=CC=CC=C1)C1=CC=CC=C1.C1(=CC=CC=C1)P(C1=CC=CC=C1)C1=CC=CC=C1.C1(=CC=CC=C1)P(C1=CC=CC=C1)C1=CC=CC=C1.C1(=CC=CC=C1)P(C1=CC=CC=C1)C1=CC=CC=C1 (tetrakis(triphenylphosphine) palladium). Solvent: O1CCOCC1 (dioxane). Conditions: temperature 100 celsius, time 48 hour. Product: C1(=CC=CC=C1)C1=CNC=2N=CN=C(C21)N2CCCCC2 (5-Phenyl-4-piperidin-1-yl-7H-pyrrolo[2,3-d]pyrimidine). Isolated yield 19.7%. RXN SMILES: C1(S([N:10]2[C:14]3[N:15]=[CH:16][N:17]=[C:18]([N:19]4[CH2:24][CH2:23][CH2:22][CH2:21][CH2:20]4)[C:13]=3[C:12](Br)=[CH:11]2)(=O)=O)C=CC=CC=1.[C:26]1(B(O)O)[CH:31]=[CH:30][CH:29]=[CH:28][CH:27]=1.P([O-])([O-])([O-])=O.[K+].[K+].[K+]>O1CCOCC1.[Pd].C1(P(C2C=CC=CC=2)C2C=CC=CC=2)C=CC=CC=1.C1(P(C2C=CC=CC=2)C2C=CC=CC=2)C=CC=CC=1.C1(P(C2C=CC=CC=2)C2C=CC=CC=2)C=CC=CC=1.C1(P(C2C=CC=CC=2)C2C=CC=CC=2)C=CC=CC=1>[C:26]1([C:12]2[C:13]3[C:18]([N:19]4[CH2:20][CH2:21][CH2:22][CH2:23][CH2:24]4)=[N:17][CH:16]=[N:15][C:14]=3[NH:10][CH:11]=2)[CH:31]=[CH:30][CH:29]=[CH:28][CH:27]=1 |f:2.3.4.5,7.8.9.10.11|. Procedure details: To a stirred solution of the product from Method V (100 mg/0.237 mmol) in 1.0 mL of dioxane was added 32 mg (0.261 mmol) of phenylboronic acid and 75 mg (0.356 mmol) of tribasic potassium phosphate followed by 7 mg (0.006 mmol) of tetrakis(triphenylphosphine) palladium. The resulting mixture was degassed with nitrogen and stirred at 100° C. for 48 h. After cooling to room temperature, 1.0 mL of methanol was added followed by 50 mg of NaOH and the new mixture stirred at room temperature for 1 h. ...